The task is: describe an organic reaction: reactants, conditions, products, and yield. This data is from the Open Reaction Database (ORD), a public repository of structured organic reaction records. Starting materials: O (water), C([O-])([O-])=O.[K+].[K+] (potassium carbonate), ClC=1C=C(CN2CCC(CC2)NC(=O)N2CCC(CC2)=CC2=C(C=CC(=C2)F)F)C=CC1OC (N-(1-(3-chloro-4-methoxybenzyl)piperidin-4-yl)-4-(2,5-difluorobenzylidene)piperidine-1-carboxamide), COC(C1=CC=C(C=C1)F)=O (4-Fluorobenzoic acid methyl ester). Solvent: CN(C)C=O (DMF). Reaction conditions: temperature 120 celsius, time 8 hour. The product is FC1=C(C=C2CCN(CC2)C(=O)NC2CCN(CC2)C2=CC=C(C(=O)OC)C=C2)C=C(C=C1)F (Methyl 4-(4-(4-(2,5-difluorobenzylidene)piperidine-1-carboxamido)piperidin-1-yl)benzoate). Isolated yield 4.4%. As a reaction SMILES: [CH3:1][O:2][C:3](=[O:11])[C:4]1[CH:9]=[CH:8][C:7](F)=[CH:6][CH:5]=1.C(=O)([O-])[O-].[K+].[K+].ClC1C=C(C=CC=1OC)C[N:23]1[CH2:28][CH2:27][CH:26]([NH:29][C:30]([N:32]2[CH2:37][CH2:36][C:35](=[CH:38][C:39]3[CH:44]=[C:43]([F:45])[CH:42]=[CH:41][C:40]=3[F:46])[CH2:34][CH2:33]2)=[O:31])[CH2:25][CH2:24]1.O>CN(C=O)C>[F:46][C:40]1[CH:41]=[CH:42][C:43]([F:45])=[CH:44][C:39]=1[CH:38]=[C:35]1[CH2:36][CH2:37][N:32]([C:30]([NH:29][CH:26]2[CH2:25][CH2:24][N:23]([C:7]3[CH:8]=[CH:9][C:4]([C:3]([O:2][CH3:1])=[O:11])=[CH:5][CH:6]=3)[CH2:28][CH2:27]2)=[O:31])[CH2:33][CH2:34]1 |f:1.2.3|. Procedure: 4-Fluorobenzoic acid methyl ester (125 mg, 0.807 mmol) was dissolved in DMF (3.0 mL), and potassium carbonate (150 mg, 1.08 mmol) and the compound (200 mg, 0.538 mmol) obtained in Example 36 (1) were added thereto, followed by stirring overnight while heating at 120° C. After the reaction mixture was cooled to room temperature, water was added thereto. After extraction with chloroform, the extract was washed with water and a saturated sodium chloride aqueous solution, and dried over anhydrous ma...